This data is from the Open Reaction Database (ORD), a public repository of structured organic reaction records. The task is: describe an organic reaction: reactants, conditions, products, and yield The product is COC1=C(C=CC=C1)C1=NC(=C2C=NC(=NN21)NC2=CC(=C(C(=C2)OC)OC)OC)C (7-(2-methoxyphenyl)-5-methyl-N-(3,4,5-trimethoxyphenyl)imidazo[5,1-f][1,2,4]triazin-2-amine). Isolated yield 19.8%. Reaction SMILES: [CH3:1][O:2][C:3]1[CH:32]=[CH:31][CH:30]=[CH:29][C:4]=1[C:5]([NH:7][CH:8]([C:10]1[N:15]=[N:14][C:13]([NH:16][C:17]2[CH:22]=[C:21]([O:23][CH3:24])[C:20]([O:25][CH3:26])=[C:19]([O:27][CH3:28])[CH:18]=2)=[N:12][CH:11]=1)[CH3:9])=O.P(Cl)(Cl)(Cl)=O>ClCCCl.ClCCl.C([O-])([O-])=O.[Na+].[Na+]>[CH3:1][O:2][C:3]1[CH:32]=[CH:31][CH:30]=[CH:29][C:4]=1[C:5]1[N:15]2[C:10]([CH:11]=[N:12][C:13]([NH:16][C:17]3[CH:22]=[C:21]([O:23][CH3:24])[C:20]([O:25][CH3:26])=[C:19]([O:27][CH3:28])[CH:18]=3)=[N:14]2)=[C:8]([CH3:9])[N:7]=1 |f:4.5.6|. Procedure details: To a solution of 2-methoxy-N-(1-{3-[(3,4,5-trimethoxyphenyl)amino]-1,2,4-triazin-6-yl}ethyl)benzamide (Intermediate 25) (27 mg, 0.06 mmol) in 1,2-dichloroethane (4 mL) was added phosphorus oxychloride (45 microL, 0.5 mmol). The mixture was heated to reflux for 4 hours. After cooling to room temperature, the mixture was diluted with DCM (150 mL) and aqueous (saturated) Na2CO3 (25 mL). The aqueous layer was extracted with dichloromethane (DCM) and the combined organic layers were washed with brine... Reactants: COC1=C(C(=O)NC(C)C2=CN=C(N=N2)NC2=CC(=C(C(=C2)OC)OC)OC)C=CC=C1 (2-methoxy-N-(1-{3-[(3,4,5-trimethoxyphenyl)amino]-1,2,4-triazin-6-yl}ethyl)benzamide), COC1=C(C(=O)NC(C)C2=CN=C(N=N2)NC2=CC(=C(C(=C2)OC)OC)OC)C=CC=C1 (2-methoxy-N-(1-{3-[(3,4,5-trimethoxyphenyl)amino]-1,2,4-triazin-6-yl}ethyl)benzamide), P(=O)(Cl)(Cl)Cl (phosphorus oxychloride). Solvent: ClCCl (DCM), C(=O)([O-])[O-].[Na+].[Na+] (Na2CO3), ClCCCl (1,2-dichloroethane). Starting materials: ClC1=C(CN2N=CC3=CC(=CC=C23)C=C2C(N=C(S2)SC)=O)C=CC(=C1)S(=O)(=O)C (5-[1-(2-Chloro-4-methanesulfonyl-benzyl)-1H-indazol-5-ylmethylene]-2-methylsulfanyl-thiazol-4-one), CN1CCNCC1 (1-methyl-piperazine). Yields the product ClC1=C(CN2N=CC3=CC(=CC=C23)C=C2C(N=C(S2)N2CCN(CC2)C)=O)C=CC(=C1)S(=O)(=O)C (5-[1-(2-Chloro-4-methanesulfonyl-benzyl)-1H-indazol-5-ylmethylene]-2-(4-methyl-piperazin-1-yl)-thiazol-4-one). Reaction SMILES: [Cl:1][C:2]1[CH:26]=[C:25]([S:27]([CH3:30])(=[O:29])=[O:28])[CH:24]=[CH:23][C:3]=1[CH2:4][N:5]1[C:13]2[C:8](=[CH:9][C:10]([CH:14]=[C:15]3[S:19][C:18](SC)=[N:17][C:16]3=[O:22])=[CH:11][CH:12]=2)[CH:7]=[N:6]1.[CH3:31][N:32]1[CH2:37][CH2:36][NH:35][CH2:34][CH2:33]1>>[Cl:1][C:2]1[CH:26]=[C:25]([S:27]([CH3:30])(=[O:28])=[O:29])[CH:24]=[CH:23][C:3]=1[CH2:4][N:5]1[C:13]2[C:8](=[CH:9][C:10]([CH:14]=[C:15]3[S:19][C:18]([N:35]4[CH2:36][CH2:37][N:32]([CH3:31])[CH2:33][CH2:34]4)=[N:17][C:16]3=[O:22])=[CH:11][CH:12]=2)[CH:7]=[N:6]1. Procedure: 5-[1-(2-Chloro-4-methanesulfonyl-benzyl)-1H-indazol-5-ylmethylene]-2-(4-methyl-piperazin-1-yl)-thiazol-4-one was prepared from 5-[1-(2-Chloro-4-methanesulfonyl-benzyl)-1H-indazol-5-ylmethylene]-2-methylsulfanyl-thiazol-4-one and 1-methyl-piperazine following General Procedure C. The reactants are C1(=CC=CC=C1)B(O)O (phenylboronic acid), [O-]P(=O)([O-])[O-].[K+].[K+].[K+] (K3PO4), FC(C=1C=CC=C2C(=C(C=NC12)C(=O)OCC)OS(=O)(=O)C(F)(F)F)(F)F (Ethyl 8-(trifluoromethyl)-4-{[(trifluoromethyl)sulfonyl]oxy}quinoline-3-carboxylate). Reagents/catalysts: C=1C=CC(=CC1)[P](C=2C=CC=CC2)(C=3C=CC=CC3)[Pd]([P](C=4C=CC=CC4)(C=5C=CC=CC5)C=6C=CC=CC6)([P](C=7C=CC=CC7)(C=8C=CC=CC8)C=9C=CC=CC9)[P](C=1C=CC=CC1)(C=1C=CC=CC1)C=1C=CC=CC1 (Pd(PPh3)4). Run in O1CCOCC1 (dioxane). The product is C1(=CC=CC=C1)C1=C(C=NC2=C(C=CC=C12)C(F)(F)F)C(=O)OCC (Ethyl 4-phenyl-8-(trifluoromethyl)quinoline-3-carboxylate). The yield is 95.3%. As a reaction SMILES: [F:1][C:2]([F:27])([F:26])[C:3]1[CH:4]=[CH:5][CH:6]=[C:7]2[C:12]=1[N:11]=[CH:10][C:9]([C:13]([O:15][CH2:16][CH3:17])=[O:14])=[C:8]2OS(C(F)(F)F)(=O)=O.[C:28]1(B(O)O)[CH:33]=[CH:32][CH:31]=[CH:30][CH:29]=1.[O-]P([O-])([O-])=O.[K+].[K+].[K+]>C1C=CC([P]([Pd]([P](C2C=CC=CC=2)(C2C=CC=CC=2)C2C=CC=CC=2)([P](C2C=CC=CC=2)(C2C=CC=CC=2)C2C=CC=CC=2)[P](C2C=CC=CC=2)(C2C=CC=CC=2)C2C=CC=CC=2)(C2C=CC=CC=2)C2C=CC=CC=2)=CC=1.O1CCOCC1>[C:28]1([C:8]2[C:7]3[C:12](=[C:3]([C:2]([F:27])([F:26])[F:1])[CH:4]=[CH:5][CH:6]=3)[N:11]=[CH:10][C:9]=2[C:13]([O:15][CH2:16][CH3:17])=[O:14])[CH:33]=[CH:32][CH:31]=[CH:30][CH:29]=1 |f:2.3.4.5,^1:48,50,69,88|. Procedure details: Ethyl 8-(trifluoromethyl)-4-{[(trifluoromethyl)sulfonyl]oxy}quinoline-3-carboxylate (45.6 g, 109.3 mmol) was taken into dioxane (500 mL). Then phenylboronic acid (26.7 g, 218.6 mmol), K3PO4 (69.6 g, 327.9 mmol) and Pd(PPh3)4 (6.3 g, 5.5 mmol) was added and the reaction was brought to reflux for 1 hour. The reaction was filtered through Celite was still warm and concentrated. The resulting material was passed through a short silica gel plug and concentrated to yield the desired product as a brown...